From a dataset of the Open Reaction Database (ORD), a public repository of structured organic reaction records. describe an organic reaction: reactants, conditions, products, and yield Starting materials: OC1=CC(=C(C=C1)C1=C(C(=CC=C1)COC1=CC=C(C=O)C=C1)C)C (4-[(4′-hydroxy-2,2′-dimethylbiphenyl-3-yl)methoxy]benzaldehyde), N1=CC=CC=C1 (pyridine), FC(S(=O)(=O)OS(=O)(=O)C(F)(F)F)(F)F (Trifluoromethanesulfonic anhydride). The solvent is ClCCl (dichloromethane). Reaction conditions: temperature 0 celsius, time 1 hour. The product is FC(S(=O)(=O)OC1=CC(=C(C=C1)C1=C(C(=CC=C1)COC1=CC=C(C=C1)C=O)C)C)(F)F (3′-[(4-formylphenoxy)methyl]-2,2′-dimethylbiphenyl-4-yl trifluoromethanesulfonate). Reaction SMILES: [F:1][C:2]([F:15])([F:14])[S:3]([O:6]S(C(F)(F)F)(=O)=O)(=[O:5])=[O:4].O[C:17]1[CH:22]=[CH:21][C:20]([C:23]2[CH:28]=[CH:27][CH:26]=[C:25]([CH2:29][O:30][C:31]3[CH:38]=[CH:37][C:34]([CH:35]=[O:36])=[CH:33][CH:32]=3)[C:24]=2[CH3:39])=[C:19]([CH3:40])[CH:18]=1.N1C=CC=CC=1>ClCCl>[F:1][C:2]([F:15])([F:14])[S:3]([O:6][C:17]1[CH:22]=[CH:21][C:20]([C:23]2[CH:28]=[CH:27][CH:26]=[C:25]([CH2:29][O:30][C:31]3[CH:32]=[CH:33][C:34]([CH:35]=[O:36])=[CH:37][CH:38]=3)[C:24]=2[CH3:39])=[C:19]([CH3:40])[CH:18]=1)(=[O:5])=[O:4]. Procedure details: Trifluoromethanesulfonic anhydride was dropwise added under ice-cooling to a mixture of 4-[(4′-hydroxy-2,2′-dimethylbiphenyl-3-yl)methoxy]benzaldehyde, pyridine and dichloromethane; followed by stirring at 0° C. for 1 hour to obtain 3′-[(4-formylphenoxy)methyl]-2,2′-dimethylbiphenyl-4-yl trifluoromethanesulfonate.